The task is: describe an organic reaction: reactants, conditions, products, and yield. This data is from the Open Reaction Database (ORD), a public repository of structured organic reaction records. Starting materials: ClC1=CC=C(CCl)C=C1 (4-Chlorobenzyl chloride), C(C)(=O)O (acetic acid), S1C2=C(CC1=O)C=CC=C2 (Benzo[b]thiophen-2(3H)-one), [OH-].[Na+] (sodium hydroxide). Solvent: O (water), O (Water). Yields the product ClC1=CC=C(CSC2=C(C=CC=C2)CC(=O)O)C=C1 ([2-(4-chlorobenzylthio)phenyl]acetic acid). Reaction SMILES: [S:1]1[C:5](=[O:6])[CH2:4][C:3]2[CH:7]=[CH:8][CH:9]=[CH:10][C:2]1=2.[OH-].[Na+].[Cl:13][C:14]1[CH:21]=[CH:20][C:17]([CH2:18]Cl)=[CH:16][CH:15]=1.C(O)(=[O:24])C>O>[Cl:13][C:14]1[CH:21]=[CH:20][C:17]([CH2:18][S:1][C:2]2[CH:10]=[CH:9][CH:8]=[CH:7][C:3]=2[CH2:4][C:5]([OH:24])=[O:6])=[CH:16][CH:15]=1 |f:1.2|. Reported procedure: Benzo[b]thiophen-2(3H)-one (6g) and sodium hydroxide (3.2 g) were refluxed in water (40 ml) for one hour. 4-Chlorobenzyl chloride (6.44 g was added and the mixture refluxed for a further 11/2 hours and allowed to cool overnight. Water (25 ml) was added, followed by acetic acid (100 ml). The solid was collected, washed with water and dried to give [2-(4-chlorobenzylthio)phenyl]acetic acid, m.p. 149°-51°. A solution of this product 10.4 g) in methanol (250 ml) containing concentrated sulphuric aci... Reactants: CNC1=CC=CC=C1 (N-methylaniline), N1=CC=CC=C1 (pyridine), N#CBr (cyanogen bromide). Solvent: C(C)OCC (diethylether), CCOCC (ether). Reaction conditions: temperature 20 celsius, time 8 hour. Yields the product [Br-].C\[N+](\C1=CC=CC=C1)=C/C=C/C=C/N(C1=CC=CC=C1)C ((E)-N-methyl-N((2E,4E)-5-(methyl(phenyl)amino)penta-2,4-dienylidene)benzenaminium bromide). RXN SMILES: [CH3:1][NH:2][C:3]1[CH:8]=[CH:7][CH:6]=[CH:5][CH:4]=1.N1[CH:14]=[CH:13][CH:12]=[CH:11][CH:10]=1.[N:15]#[C:16][Br:17]>C(OCC)C>[Br-:17].[CH3:1]/[N+:2](=[CH:10]\[CH:11]=[CH:12]\[CH:13]=[CH:14]\[N:15]([CH3:16])[C:3]1[CH:8]=[CH:7][CH:6]=[CH:5][CH:4]=1)/[C:3]1[CH:8]=[CH:7][CH:6]=[CH:5][CH:4]=1 |f:4.5|. Procedure details: To a solution of N-methylaniline (30 g, 140 mmol) and pyridine (11.2 g, 140 mmol) in diethylether (100 ml) at 0° C., was added a solution of cyanogen bromide (14.8 g, 140 mmol) in ether (40 ml) dropwise. The mixture was warmed to 20° C. and within 15 minutes a red oil began to separate. Exothermic (30° C.) crystallization ensued and the red solid mass was left to stand at room temperature overnight. The crystalline mass was filtered and washed with cold ether under N2 and the hygroscopic salt wa...